Dataset: the Open Reaction Database (ORD), a public repository of structured organic reaction records. Task: describe an organic reaction: reactants, conditions, products, and yield As a reaction SMILES: [Cl-].[Al+3].[Cl-].[Cl-].[Cl:5][CH2:6][C:7](Cl)=[O:8].[C:10]1([CH3:29])[CH:15]=[CH:14][C:13]([S:16]([NH:19][CH:20]2[CH2:28][C:27]3[C:22](=[CH:23][CH:24]=[CH:25][CH:26]=3)[CH2:21]2)(=[O:18])=[O:17])=[CH:12][CH:11]=1.Cl.[CH2:31]([Cl:34])[CH2:32]Cl>>[C:10]1([CH3:29])[CH:11]=[CH:12][C:13]([S:16]([NH:19][CH:20]2[CH2:21][C:22]3[C:27](=[CH:26][CH:25]=[C:32]([CH:31]([C:7]([CH:6]([Cl:5])[C:24]4[CH:23]=[C:22]5[C:27](=[CH:26][CH:25]=4)[CH2:28][CH:20]([NH:19][S:16]([C:13]4[CH:12]=[CH:11][C:10]([CH3:29])=[CH:15][CH:14]=4)(=[O:17])=[O:18])[CH2:21]5)=[O:8])[Cl:34])[CH:23]=3)[CH2:28]2)(=[O:18])=[O:17])=[CH:14][CH:15]=1 |f:0.1.2.3|. Procedure details: 25.4 g (0.19 mol) of anhydrous aluminium chloride are suspended in 80 ml of ethylene chloride and 11.1 g (0.095 mol) of chloroacetyl chloride are added. 22.8 g (0.079 mol) of 2-p-toluenesulphonamido-indane are then added and the mixture is stirred for 2 hours at room temperature. The product is then decomposed by means of ice and hydrochloric acid and the reaction product is isolated from the organic phase and recrystallised from ethyl acetate/cyclohexane. The reactants are [Cl-].[Al+3].[Cl-].[Cl-] (aluminium chloride), Cl (hydrochloric acid), C(CCl)Cl (ethylene chloride), ClCC(=O)Cl (chloroacetyl chloride), C1(=CC=C(C=C1)S(=O)(=O)NC1CC2=CC=CC=C2C1)C (2-p-toluenesulphonamido-indane). Product: C1(=CC=C(C=C1)S(=O)(=O)NC1CC2=CC=C(C=C2C1)C(Cl)C(=O)C(C=1C=C2CC(CC2=CC1)NS(=O)(=O)C1=CC=C(C=C1)C)Cl)C ((2-p-Toluenesulphonamido-indan-5-yl)chloromethyl ketone). Conditions: time 2 hour. Reactants: ClC1=CC=C2C(CCN(C2=C1)C(C1=C(C=CC=C1)C)=O)=O (7-chloro-2,3-dihydro-1-(2-methylbenzoyl)-4(1H)-quinolinone), C(C)O (ethanol), Cl.ON (hydroxyl amine hydrochloride), N1=CC=CC=C1 (pyridine). Solvent: O (water). The product is ClC1=CC=C2C(CCN(C2=C1)C(C1=C(C=CC=C1)C)=O)=NO (7-chloro-2,3-dihydro-1-(2-methylbenzoyl)-4(1H)-quinolinone-4-oxime). Isolated yield 86.9%. Reaction SMILES: [Cl:1][C:2]1[CH:11]=[C:10]2[C:5]([C:6](=O)[CH2:7][CH2:8][N:9]2[C:12](=[O:20])[C:13]2[CH:18]=[CH:17][CH:16]=[CH:15][C:14]=2[CH3:19])=[CH:4][CH:3]=1.C(O)C.Cl.[OH:26][NH2:27].N1C=CC=CC=1>O>[Cl:1][C:2]1[CH:11]=[C:10]2[C:5]([C:6](=[N:27][OH:26])[CH2:7][CH2:8][N:9]2[C:12](=[O:20])[C:13]2[CH:18]=[CH:17][CH:16]=[CH:15][C:14]=2[CH3:19])=[CH:4][CH:3]=1 |f:2.3|. Procedure: To a mixture of 7-chloro-2,3-dihydro-1-(2-methylbenzoyl)-4(1H)-quinolinone (14.9 g), obtained in example 1, and ethanol (250 ml) were added hydroxyl amine hydrochloride (7 g) and pyridine (8.5 g), and the mixture was heated under reflux for 1.5 hours. After cooling, the reaction mixture was poured into 1000 ml of water, and precipitated crystals were separated by filtration, washed, dried and recrystallized with ethanol to obtain 7-chloro-2,3-dihydro-1-(2-methylbenzoyl)-4(1H)-quinolinone-4-oxime... Reactants: [BH4-], CO, O=C1CC2OC(=O)C=C2N(Cc2ccc(Cl)nc2)C1, Cl, [Na+]. Product: O=C1C=C2C(CC(O)CN2Cc2ccc(Cl)nc2)O1. As a reaction SMILES: [BH4-:20].[CH3:23][OH:24].[Cl:1][c:2]1[cH:3][cH:4][c:5]([CH2:8][N:9]2[C:10]3=[CH:18][C:17](=[O:19])[O:16][CH:11]3[CH2:12][C:13](=[O:15])[CH2:14]2)[cH:6][n:7]1.[ClH:22].[Na+:21]>>[Cl:1][c:2]1[cH:3][cH:4][c:5]([CH2:8][N:9]2[C:10]3=[CH:18][C:17](=[O:19])[O:16][CH:11]3[CH2:12][CH:13]([OH:15])[CH2:14]2)[cH:6][n:7]1. Reactants: C(#N)C=1C=C2C(CCOC2=CC1OC1=CC=C(C(=O)O)C=C1)C(=O)OC (4-(6-cyano-4-(methoxycarbonyl)chroman-7-yloxy)benzoic acid), C(C(=O)Cl)(=O)Cl (oxalyl chloride), NC=1C=NC(=CC1)C(F)(F)F (3-amino-6-(trifluoromethyl)pyridine), C(C)(C)N(CC)C(C)C (diisopropylethylamine). Reagents/catalysts: CN(C)C=O (DMF). The solvent is ClCCl (dichloromethane), ClCCl (dichloromethane). Reaction conditions: time 10 minute. Yields the product FC(C1=CC=C(C=N1)NC(=O)C1=CC=C(OC2=C(C=C3C(CCOC3=C2)C(=O)OC)C#N)C=C1)(F)F (methyl 7-(4-((6-(trifluoromethyl)pyridin-3-yl)carbamoyl)phenoxy)-6-cyanochroman-4-carboxylate). Yield: 100.2%. Reaction SMILES: [C:1]([C:3]1[CH:4]=[C:5]2[C:10](=[CH:11][C:12]=1[O:13][C:14]1[CH:22]=[CH:21][C:17]([C:18]([OH:20])=O)=[CH:16][CH:15]=1)[O:9][CH2:8][CH2:7][CH:6]2[C:23]([O:25][CH3:26])=[O:24])#[N:2].C(Cl)(=O)C(Cl)=O.[NH2:33][C:34]1[CH:35]=[N:36][C:37]([C:40]([F:43])([F:42])[F:41])=[CH:38][CH:39]=1.C(N(C(C)C)CC)(C)C>ClCCl.CN(C=O)C>[F:43][C:40]([F:41])([F:42])[C:37]1[N:36]=[CH:35][C:34]([NH:33][C:18]([C:17]2[CH:21]=[CH:22][C:14]([O:13][C:12]3[CH:11]=[C:10]4[C:5]([CH:6]([C:23]([O:25][CH3:26])=[O:24])[CH2:7][CH2:8][O:9]4)=[CH:4][C:3]=3[C:1]#[N:2])=[CH:15][CH:16]=2)=[O:20])=[CH:39][CH:38]=1. Reported procedure: 4-(6-cyano-4-(methoxycarbonyl)chroman-7-yloxy)benzoic acid (100 mg, 0.283 mmol) was diluted with dichloromethane (1 mL) followed by the addition of oxalyl chloride in dichloromethane (2M) (0.156 mL, 0.311 mmol) and 1 drop of DMF. After stirring for 10 minutes, 3-amino-6-(trifluoromethyl)pyridine (91.8 mg, 0.566 mmol) and diisopropylethylamine (0.123 mL, 0.708 mmol) were added and the reaction was stirred for 5 hours. The reaction was loaded onto a biotage 25 column and eluted with 5% ethyl aceta... Reactants: [N+](=O)([O-])C1=CC=C(C=O)C=C1 (4-nitrobenzaldehyde), Cl.N1CCC1 (azetidine-hydrochloride), C(#N)[BH3-].[Na+] (sodium cyanoborohydride). Solvent: C(C)(=O)OCC (ethyl acetate), C(C)O (ethanol). Run at time 18 hour. Product: N1(CCC1)CC1=CC=C(C=C1)[N+](=O)[O-] (4-(Azetidin-1-yl-methyl)-nitrobenzene). RXN SMILES: [N+:1]([C:4]1[CH:11]=[CH:10][C:7]([CH:8]=O)=[CH:6][CH:5]=1)([O-:3])=[O:2].Cl.[NH:13]1[CH2:16][CH2:15][CH2:14]1.C([BH3-])#N.[Na+]>C(O)C.C(OCC)(=O)C>[N:13]1([CH2:8][C:7]2[CH:10]=[CH:11][C:4]([N+:1]([O-:3])=[O:2])=[CH:5][CH:6]=2)[CH2:16][CH2:15][CH2:14]1 |f:1.2,3.4|. Procedure: 6.2 g (41 mmol) of 4-nitrobenzaldehyde and 3.8 g (40.6 mmol) of azetidine-hydrochloride are dissolved in 120 ml of ethanol. 2.6 g (41 mmol) of sodium cyanoborohydride are added at 0° C. The mixture is slowly heated to ambient temperature and then stirred for 18 hours. Then the solvent is eliminated in vacuo, the residue is taken up in ethyl acetate and washed with water. The solvent is eliminated in vacuo and after chromatography of the residue on silica gel (ethyl acetate/methanol/NH4OH=95:5:0....